From a dataset of the Open Reaction Database (ORD), a public repository of structured organic reaction records. describe an organic reaction: reactants, conditions, products, and yield Starting materials: O=CCCc1ccccc1OCc1ccccc1, COCOc1ccccc1C[PH3+], CC#N, [Cl-], C1CCC2=NCCCN2CC1. Yields the product COCOc1ccccc1C=CCCc1ccccc1OCc1ccccc1. RXN SMILES: [CH2:1]([c:2]1[cH:3][cH:4][cH:5][cH:6][cH:7]1)[O:8][c:9]1[c:10]([CH2:15][CH2:16][CH:17]=[O:18])[cH:11][cH:12][cH:13][cH:14]1.[CH3:20][O:21][CH2:22][O:23][c:24]1[c:25]([CH2:26][PH3+:27])[cH:28][cH:29][cH:30][cH:31]1.[CH3:43][C:44]#[N:45].[Cl-:19].[N:32]12[CH2:33][CH2:34][CH2:35][N:36]=[C:37]1[CH2:38][CH2:39][CH2:40][CH2:41][CH2:42]2>>[CH2:1]([c:2]1[cH:3][cH:4][cH:5][cH:6][cH:7]1)[O:8][c:9]1[c:10]([CH2:15][CH2:16][CH:17]=[CH:26][c:25]2[c:24]([O:23][CH2:22][O:21][CH3:20])[cH:31][cH:30][cH:29][cH:28]2)[cH:11][cH:12][cH:13][cH:14]1. The reactants are ClC1=C(C=CC=C1)C1=CC(C=C(O1)C(=O)OCC)=O (ethyl 6-(2-chlorophenyl)-4-oxo-4H-pyran-2-carboxylate). Run in Cl (hydrochloric acid). Product: ClC1=C(C=CC=C1)C1=CC(C=C(O1)C(=O)O)=O (6-(2-Chlorophenyl)-4-oxo-4H-pyran-2-carboxylic acid). RXN SMILES: [Cl:1][C:2]1[CH:7]=[CH:6][CH:5]=[CH:4][C:3]=1[C:8]1[O:13][C:12]([C:14]([O:16]CC)=[O:15])=[CH:11][C:10](=[O:19])[CH:9]=1>Cl>[Cl:1][C:2]1[CH:7]=[CH:6][CH:5]=[CH:4][C:3]=1[C:8]1[O:13][C:12]([C:14]([OH:16])=[O:15])=[CH:11][C:10](=[O:19])[CH:9]=1. Reported procedure: A mixture of ethyl 6-(2-chlorophenyl)-4-oxo-4H-pyran-2-carboxylate (3.9 g) and concentrated hydrochloric acid (40 ml) was heated under reflux for 2 hours. The reactant dissolved on warming and a solid began to precipitate. Water (40 ml) was added to the cooled mixture and the resulting buff solid yielded the title product as off-white needles (mp 241°-246° C. with decomposition). Reactants: C(C1=CC=CC=C1)OC1=CC=C(OCCBr)C=C1 (2-(4-benzyloxyphenoxy)ethyl bromide), Cl.FC1=C(CC2CCNCC2)C=CC=C1 (4-(2-fluorobenzyl)piperidine hydrochloride), C([O-])([O-])=O.[K+].[K+] (potassium carbonate), solid. Product: Cl.OC1=CC=C(OCCN2CCC(CC2)CC2=C(C=CC=C2)F)C=C1 (1-[2-(4-Hydroxyphenoxy)ethyl]-4-(2-fluorobenzyl)piperidine hydrochloride). Reaction SMILES: C([O:8][C:9]1[CH:18]=[CH:17][C:12]([O:13][CH2:14][CH2:15]Br)=[CH:11][CH:10]=1)C1C=CC=CC=1.[ClH:19].[F:20][C:21]1[CH:33]=[CH:32][CH:31]=[CH:30][C:22]=1[CH2:23][CH:24]1[CH2:29][CH2:28][NH:27][CH2:26][CH2:25]1.C(=O)([O-])[O-].[K+].[K+]>>[ClH:19].[OH:8][C:9]1[CH:10]=[CH:11][C:12]([O:13][CH2:14][CH2:15][N:27]2[CH2:28][CH2:29][CH:24]([CH2:23][C:22]3[CH:30]=[CH:31][CH:32]=[CH:33][C:21]=3[F:20])[CH2:25][CH2:26]2)=[CH:17][CH:18]=1 |f:1.2,3.4.5,6.7|. Procedure details: The title compound was prepared from 2-(4-benzyloxyphenoxy)ethyl bromide (0.393 g, 1.28 mmol), 4-(2-fluorobenzyl)piperidine hydrochloride (0.294 g, 1.28 mmol) and potassium carbonate (0.442 g, 3.2 mmol) in two steps as an off white solid (0.237 g), mp 196-198° C. 1H NMR (CD3OD) 1.629 (m, 2 H), 1.900 (m, 3 H), 2.704 (m, 2 H), 3.052 (m, 2 H), 3.500 (m, 2 H), 3.612 (m, 2 H), 4.252 (m, 2 H), 6.703 (d, J=9. 0 Hz, 2 H), 6.825 (6, J=9.0 Hz, 2 H), 7.057-7.248 (m, 2 H), 7.248 (m, 2 H). Anal. Calcd for C2... Starting materials: CCn1c(=O)n(-c2ccc(O[Si](C(C)C)(C(C)C)C(C)C)cc2)c2nccc(COC(C)=O)c21, C1CCOC1, CCCC[N+](CCCC)(CCCC)CCCC, [Ca+2], [Cl-], [Cl-], [F-]. The product is CCn1c(=O)n(-c2ccc(O)cc2)c2nccc(COC(C)=O)c21. RXN SMILES: [C:19]([CH3:20])(=[O:21])[O:22][CH2:23][c:24]1[c:25]2[c:26]([n:27][cH:28][cH:29]1)[n:30](-[c:36]1[cH:37][cH:38][c:39]([O:42][Si:43]([CH:44]([CH3:45])[CH3:46])([CH:47]([CH3:48])[CH3:49])[CH:50]([CH3:51])[CH3:52])[cH:40][cH:41]1)[c:31](=[O:35])[n:32]2[CH2:33][CH3:34].[CH2:56]1[O:57][CH2:58][CH2:59][CH2:60]1.[CH3:2][CH2:3][CH2:4][CH2:5][N+:6]([CH2:7][CH2:8][CH2:9][CH3:10])([CH2:11][CH2:12][CH2:13][CH3:14])[CH2:15][CH2:16][CH2:17][CH3:18].[Ca+2:54].[Cl-:53].[Cl-:55].[F-:1]>>[C:19]([CH3:20])(=[O:21])[O:22][CH2:23][c:24]1[c:25]2[c:26]([n:27][cH:28][cH:29]1)[n:30](-[c:36]1[cH:37][cH:38][c:39]([OH:42])[cH:40][cH:41]1)[c:31](=[O:35])[n:32]2[CH2:33][CH3:34]. Reactants: C([O-])([O-])=O.[Na+].[Na+] (sodium carbonate), ClC=1C=C2C(=CNC2=CC1)CCNC(C1=C(C=CC=C1)I)=O (N-(2-(5-chloro-1H-indol-3-yl)ethyl)-2-iodobenzamide), COC=1C=C(C=CC1)B(O)O (3-methoxyphenylboronic acid). The reagents and catalysts are C=1C=CC(=CC1)[P](C=2C=CC=CC2)(C=3C=CC=CC3)[Pd]([P](C=4C=CC=CC4)(C=5C=CC=CC5)C=6C=CC=CC6)([P](C=7C=CC=CC7)(C=8C=CC=CC8)C=9C=CC=CC9)[P](C=1C=CC=CC1)(C=1C=CC=CC1)C=1C=CC=CC1 (tetrakis(triphenylphosphine)palladium). Solvent: C(OC)COC (dimethoxyethane), O (water). Yields the product eluent, ClC=1C=C2C(=CNC2=CC1)CCNC(=O)C=1C(=CC=CC1)C1=CC(=CC=C1)OC (N-(2-(5-chloro-1H-indol-3-yl)ethyl)-3′-methoxybiphenyl-2-carboxamide). Yield: 84.2%. RXN SMILES: [Cl:1][C:2]1[CH:3]=[C:4]2[C:8](=[CH:9][CH:10]=1)[NH:7][CH:6]=[C:5]2[CH2:11][CH2:12][NH:13][C:14](=[O:22])[C:15]1[CH:20]=[CH:19][CH:18]=[CH:17][C:16]=1I.[CH3:23][O:24][C:25]1[CH:26]=[C:27](B(O)O)[CH:28]=[CH:29][CH:30]=1.C(=O)([O-])[O-].[Na+].[Na+]>C(COC)OC.O.C1C=CC([P]([Pd]([P](C2C=CC=CC=2)(C2C=CC=CC=2)C2C=CC=CC=2)([P](C2C=CC=CC=2)(C2C=CC=CC=2)C2C=CC=CC=2)[P](C2C=CC=CC=2)(C2C=CC=CC=2)C2C=CC=CC=2)(C2C=CC=CC=2)C2C=CC=CC=2)=CC=1>[Cl:1][C:2]1[CH:3]=[C:4]2[C:8](=[CH:9][CH:10]=1)[NH:7][CH:6]=[C:5]2[CH2:11][CH2:12][NH:13][C:14]([C:15]1[C:16]([C:29]2[CH:28]=[CH:27][CH:26]=[C:25]([O:24][CH3:23])[CH:30]=2)=[CH:17][CH:18]=[CH:19][CH:20]=1)=[O:22] |f:2.3.4,^1:50,52,71,90|. Procedure: N-(2-(5-chloro-1H-indol-3-yl)ethyl)-3′-methoxybiphenyl-2-carboxamide was prepared according to method B with N-(2-(5-chloro-1H-indol-3-yl)ethyl)-2-iodobenzamide (0.075 g; 0.176 mmol), 3-methoxyphenylboronic acid (0.028 g; 0.180 mmol), tetrakis(triphenylphosphine)palladium (0.010 g; 0.009 mmol), sodium carbonate (0.037 g; 0.353 mmol), in dimethoxyethane (3 mL) and water (1 mL), irradiated in a microwave oven at 130° C. for 15 minutes. Flash chromatography on silica gel (eluent 1 to 20% ethyl acet... The reactants are Cl, N#CC1(c2ccccc2)CCCC1. Yields the product NCC1(c2ccccc2)CCCC1. RXN SMILES: [ClH:1].[c:2]1([C:8]2([C:13]#[N:14])[CH2:9][CH2:10][CH2:11][CH2:12]2)[cH:3][cH:4][cH:5][cH:6][cH:7]1>>[c:2]1([C:8]2([CH2:13][NH2:14])[CH2:9][CH2:10][CH2:11][CH2:12]2)[cH:3][cH:4][cH:5][cH:6][cH:7]1. Reactants: BrC=1C(=C(C(=CC1)F)CO)F ((3-bromo-2,6-difluoro-phenyl)-methanol), C(C)(C)(C)OC(=O)N1C[C@H](N([C@H](C1)C)C(=O)Cl)C (4-chlorocarbonyl-cis-3,5-dimethyl-piperazine-1-carboxylic acid tert-butyl ester). Yields the product BrC=1C(=C(COC(=O)N2[C@H](CN(C[C@H]2C)C(=O)OC(C)(C)C)C)C(=CC1)F)F (cis-2,6-Dimethyl-piperazine-1,4-dicarboxylic acid 4-tert-butyl ester 1-(3-bromo-2,6-difluoro-benzyl) ester). Reaction SMILES: [Br:1][C:2]1[C:3]([F:11])=[C:4]([CH2:9][OH:10])[C:5]([F:8])=[CH:6][CH:7]=1.[C:12]([O:16][C:17]([N:19]1[CH2:24][C@H:23]([CH3:25])[N:22]([C:26](Cl)=[O:27])[C@H:21]([CH3:29])[CH2:20]1)=[O:18])([CH3:15])([CH3:14])[CH3:13]>>[Br:1][C:2]1[C:3]([F:11])=[C:4]([C:5]([F:8])=[CH:6][CH:7]=1)[CH2:9][O:10][C:26]([N:22]1[C@H:23]([CH3:25])[CH2:24][N:19]([C:17]([O:16][C:12]([CH3:13])([CH3:15])[CH3:14])=[O:18])[CH2:20][C@@H:21]1[CH3:29])=[O:27]. Procedure details: The compound was prepared from (3-bromo-2,6-difluoro-phenyl)-methanol and 4-chlorocarbonyl-cis-3,5-dimethyl-piperazine-1-carboxylic acid tert-butyl ester according to the procedures described in Example 121 and 54 to give the product as a colorless oil (9.75 g); MS (ISP): 482.3 (M+NH4)+. Reactants: C(#N)CC1=CC=C(C=C1)C(C(=O)O)(C)C (2-(4-cyanomethylphenyl)-2-methylpropionic acid), C(CC)(=O)O (propionic acid), Cl (hydrochloric acid). The product is Cl.NCCC1=CC=C(C=C1)C(C(=O)O)(C)C (2-[4-(2-aminoethyl)-phenyl]-2-methylpropionic acid hydrochloride). Reaction SMILES: [C:1]([CH2:3][C:4]1[CH:9]=[CH:8][C:7]([C:10]([CH3:15])([CH3:14])[C:11]([OH:13])=[O:12])=[CH:6][CH:5]=1)#[N:2].C(O)(=O)CC.[ClH:21]>>[ClH:21].[NH2:2][CH2:1][CH2:3][C:4]1[CH:9]=[CH:8][C:7]([C:10]([CH3:15])([CH3:14])[C:11]([OH:13])=[O:12])=[CH:6][CH:5]=1 |f:3.4|. Reported procedure: The ethyl 2-[4-(2-aminoethyl)-phenyl]-2-methylpropionate hydrochloride (m.p. 150°-154° C.) used as starting material is obtained by the reaction of 2-(4-chloromethylphenyl)-2-methylpropionic acid (m.p. 121°-122° C.) with sodium cyanide. The 2-(4-cyanomethylphenyl)-2-methylpropionic acid obtained melts at 105°-106° C. This propionic acid derivative is catalytically hydrogenated in ethanolic hydrochloric acid solution to give 2-[4-(2-aminoethyl)-phenyl]-2-methylpropionic acid hydrochloride which, ...